describe an organic reaction: reactants, conditions, products, and yield From a dataset of the Open Reaction Database (ORD), a public repository of structured organic reaction records. Starting materials: C(=O)([O-])[O-].[K+].[K+] (K2CO3), C(C)(=O)OCCCN1C(N(C2=C(C1=O)NC(=C2C)C2=CC(=CC=C2)OC(F)(F)F)C)=O (3-(1,7-dimethyl-2,4-dioxo-6-(3-(trifluoromethoxy)phenyl)-1H-pyrrolo[3,2-d]pyrimidin-3(2H,4H,5H)-yl)propyl acetate), C(C)(=O)OCCCN1C(N(C2=C(C1=O)NC(=C2C)C2=CC(=CC=C2)OC(F)(F)F)C)=O (3-(1,7-dimethyl-2,4-dioxo-6-(3-(trifluoromethoxy)phenyl)-1H-pyrrolo[3,2-d]pyrimidin-3(2H,4H,5H)-yl)propyl acetate), ClC1=CC=C(C=C1)CCl (1-chloro-4-(chloromethyl)benzene). The solvent is CC(OCC)=O (EA), [Cl-].[Na+].O (brine), CN(C)C=O (DMF). Conditions: temperature 85 celsius. Product: C(C)(=O)OCCCN1C(N(C2=C(C1=O)N(C(=C2C)C2=CC(=CC=C2)OC(F)(F)F)CC2=CC=C(C=C2)Cl)C)=O (3-(5-(4-chlorobenzyl)-1,7-dimethyl-2,4-dioxo-6-(3-(trifluoromethoxy)phenyl)-1H-pyrrolo[3,2-d]pyrimidin-3(2H,4H,5H)-yl)propyl acetate). The yield is 66.7%. RXN SMILES: [C:1]([O:4][CH2:5][CH2:6][CH2:7][N:8]1[C:13](=[O:14])[C:12]2[NH:15][C:16]([C:19]3[CH:24]=[CH:23][CH:22]=[C:21]([O:25][C:26]([F:29])([F:28])[F:27])[CH:20]=3)=[C:17]([CH3:18])[C:11]=2[N:10]([CH3:30])[C:9]1=[O:31])(=[O:3])[CH3:2].[Cl:32][C:33]1[CH:38]=[CH:37][C:36]([CH2:39]Cl)=[CH:35][CH:34]=1.C([O-])([O-])=O.[K+].[K+]>CN(C=O)C.CC(=O)OCC.[Cl-].[Na+].O>[C:1]([O:4][CH2:5][CH2:6][CH2:7][N:8]1[C:13](=[O:14])[C:12]2[N:15]([CH2:39][C:36]3[CH:37]=[CH:38][C:33]([Cl:32])=[CH:34][CH:35]=3)[C:16]([C:19]3[CH:24]=[CH:23][CH:22]=[C:21]([O:25][C:26]([F:27])([F:28])[F:29])[CH:20]=3)=[C:17]([CH3:18])[C:11]=2[N:10]([CH3:30])[C:9]1=[O:31])(=[O:3])[CH3:2] |f:2.3.4,7.8.9|. Procedure: To a solution of 3-(1,7-dimethyl-2,4-dioxo-6-(3-(trifluoromethoxy)phenyl)-1H-pyrrolo[3,2-d]pyrimidin-3(2H,4H,5H)-yl)propyl acetate (See Compound 36, Step 2, 140 mg, 0.319 mmol) in DMF (2 mL) was added 1-chloro-4-(chloromethyl)benzene (102.6 mg, 0.637 mmol) followed by K2CO3 (132.1 mg, 0.956 mmol). The reaction was heated at 85° C. for 2 h, cooled to RT then diluted with EA (10 mL) and brine (5 mL). The organic layer was washed with aqueous 1N LiCl (3×20 mL), dried over Na2SO4 and concentrated to... The reactants are CC(Cl)CCC(=O)c1ccccc1, O=[N+]([O-])O, O=S(=O)(O)O. Yields the product CC(Cl)C(CC(=O)c1ccccc1)[N+](=O)[O-]. As a reaction SMILES: [Cl:6][CH:7]([CH2:8][CH2:9][C:10](=[O:11])[c:12]1[cH:13][cH:14][cH:15][cH:16][cH:17]1)[CH3:18].[OH:19][N+:20]([O-:21])=[O:22].[S:1](=[O:2])(=[O:3])([OH:4])[OH:5]>>[Cl:6][CH:7]([CH:8]([CH2:9][C:10](=[O:11])[c:12]1[cH:13][cH:14][cH:15][cH:16][cH:17]1)[N+:20](=[O:19])[O-:21])[CH3:18]. Starting materials: C(C)(=O)OCC (ethyl acetate), ClC(C(=O)N=C=O)(Cl)Cl (trichloroacetyl isocyanate), C1N(CCN2C1C1=C(CC3=C2C=CC=C3)C=CC=C1)CCCO (3-(1,2,3,4,10,14b-hexahydrodibenzo[c,f]pyrazino[1,2-a]azepin-2-yl)propanol). The solvent is C(Cl)Cl (methylene chloride). Reaction conditions: time 2 hour. The product is C(N)(OCCCN1CC2N(C3=C(CC4=C2C=CC=C4)C=CC=C3)CC1)=O (3-(1,2,3,4,10,14b-Hexahydrodibenzo[c,f]pyrazino[1,2-a]azepin-2-yl)propyl carbamate). Yield: 59.0%. As a reaction SMILES: ClC(Cl)(Cl)[C:3]([N:5]=C=O)=[O:4].[CH2:10]1[CH:15]2[C:16]3[CH:28]=[CH:27][CH:26]=[CH:25][C:17]=3[CH2:18][C:19]3[CH:24]=[CH:23][CH:22]=[CH:21][C:20]=3[N:14]2[CH2:13][CH2:12][N:11]1[CH2:29][CH2:30][CH2:31][OH:32].C(OCC)(=O)C>C(Cl)Cl>[C:3](=[O:4])([O:32][CH2:31][CH2:30][CH2:29][N:11]1[CH2:12][CH2:13][N:14]2[C:20]3[CH:21]=[CH:22][CH:23]=[CH:24][C:19]=3[CH2:18][C:17]3[CH:25]=[CH:26][CH:27]=[CH:28][C:16]=3[CH:15]2[CH2:10]1)[NH2:5]. Reported procedure: 0.2 ml of trichloroacetyl isocyanate were added to a solution of 400 mg of 3-(1,2,3,4,10,14b-hexahydrodibenzo[c,f]pyrazino[1,2-a]azepin-2-yl)propanol (prepared as described in Example 16) in 20 ml of methylene chloride, whilst ice-cooling, and the mixture was stirred at room temperature for 2 hours. At the end of this time, the solvent was removed by distillation under reduced pressure. The resulting residue was dissolved in 22 ml of methanol, 9.0 g of silica gel were added to the solution and t... The reactants are I[C@@H]1C(C=C2CC[C@H]3[C@@H]4CCC([C@@]4(C)CC[C@@H]3[C@]2([C@H]1C)C)=O)=O (2β-iodo-1α-methylandrost-4-ene-3,17-dione), C([O-])([O-])=O.[Li+].[Li+] (lithium carbonate), O (water). Solvent: CN(C=O)C (dimethylformamide). Reaction conditions: time 1.5 hour. The product is CC1=CC(C=C2CC[C@H]3[C@@H]4CCC([C@@]4(C)CC[C@@H]3[C@@]12C)=O)=O (1-Methylandrosta-1,4-diene-3,17-dione). RXN SMILES: I[C@H:2]1[C@H:19]([CH3:20])[C@@:18]2([CH3:21])[C:5]([CH2:6][CH2:7][C@@H:8]3[C@@H:17]2[CH2:16][CH2:15][C@@:13]2([CH3:14])[C@H:9]3[CH2:10][CH2:11][C:12]2=[O:22])=[CH:4][C:3]1=[O:23].C(=O)([O-])[O-].[Li+].[Li+].O>CN(C)C=O>[CH3:20][C:19]1[C@@:18]2([CH3:21])[C:5]([CH2:6][CH2:7][C@@H:8]3[C@@H:17]2[CH2:16][CH2:15][C@@:13]2([CH3:14])[C@H:9]3[CH2:10][CH2:11][C:12]2=[O:22])=[CH:4][C:3](=[O:23])[CH:2]=1 |f:1.2.3|. Reported procedure: 2.13 g (5 mmol) of 2β-iodo-1α-methylandrost-4-ene-3,17-dione of example 1 is introduced in a suspension of 0.73 g (10 mmol) of lithium carbonate in 10 ml of dimethylformamide preheated to 130° C. and stirred for 1.5 hours at this temperature. After cooling, the reaction solution is added to 30 ml of water, extracted with ethyl acetate and after drying on sodium sulfate, concentrated by evaporation. The crude product is chromatographed on silica gel with ethyl acetate/hexane as mobile solvent. Af... Reactants: [Cl-].[Al+3].[Cl-].[Cl-] (aluminum chloride), FC1=CC=CC=C1 (fluorobenzene), ClC(CCCCC(=O)OC)=O (methyl 6-chloro-6-oxohexanoate). Solvent: ClCCl (dichloromethane), O (water), ClCCl (dichloromethane). Conditions: temperature -5 celsius, time 15 hour. Yields the product FC1=CC=C(C=C1)C(CCCCC(=O)OC)=O (Methyl 4-Fluoro-ε-oxobenzenehexanoate), powder. The yield is 63.0%. As a reaction SMILES: [Cl-].[Al+3].[Cl-].[Cl-].[F:5][C:6]1[CH:11]=[CH:10][CH:9]=[CH:8][CH:7]=1.Cl[C:13](=[O:22])[CH2:14][CH2:15][CH2:16][CH2:17][C:18]([O:20][CH3:21])=[O:19]>ClCCl.O>[F:5][C:6]1[CH:11]=[CH:10][C:9]([C:13](=[O:22])[CH2:14][CH2:15][CH2:16][CH2:17][C:18]([O:20][CH3:21])=[O:19])=[CH:8][CH:7]=1 |f:0.1.2.3|. Procedure: A suspension of 2.59 g (19.4.10−3 mol) of aluminum chloride in 4 ml of dichloromethane is prepared. It is cooled to −5° C. and a mixture of 0.97 ml (10.3.10−3 mol) of fluorobenzene and 1.31 ml (8.4.10−3 mol) of methyl 6-chloro-6-oxohexanoate in 3 ml of dichloromethane is added gradually, the temperature being maintained between −4 and −7° C. The temperature is then allowed to rise to 20° C. and, after 15 hours, the mixture is hydrolyzed in acidified iced water. It is extracted with dichlorometha... Reactants: BrC=1C=CC(=NC1)N1N=C(C=C1C(=O)OCC)C1CC1 (Ethyl 1-(5-Bromopyridin-2-yl)-3-cyclopropyl-1H-pyrazole-5-carboxylate), C1(CC1)C(CC(C(=O)OCC)=NOC)=O (ethyl 4-cyclopropyl-2-(methoxyimino)-4-oxobutanoate), COCCO (2-methoxyethanol), BrC=1C=CC(=NC1)NN (5-bromo-2-hydrazinylpyridine). Run in C(C)(=O)O (acetic acid). The product is BrC=1C=CC(=NC1)N1N=C(C=C1C1=NN(C(O1)=O)C)C1CC1 (5-(1-(5-Bromopyridin-2-yl)-3-cyclopropyl-1H-pyrazol-5-yl)-3-methyl-1,3,4-oxadiazol-2(3H)-one). The yield is 33.0%. Reaction SMILES: [Br:1][C:2]1[CH:3]=[CH:4][C:5]([N:8]2[C:12]([C:13]([O:15][CH2:16]C)=O)=[CH:11][C:10]([CH:18]3[CH2:20][CH2:19]3)=[N:9]2)=[N:6][CH:7]=1.C1(C(=O)CC(=NOC)C(OCC)=[O:28])CC1.COCCO.BrC1C=C[C:45]([NH:48][NH2:49])=NC=1>C(O)(=O)C>[Br:1][C:2]1[CH:3]=[CH:4][C:5]([N:8]2[C:12]([C:13]3[O:15][C:16](=[O:28])[N:48]([CH3:45])[N:49]=3)=[CH:11][C:10]([CH:18]3[CH2:20][CH2:19]3)=[N:9]2)=[N:6][CH:7]=1. Procedure: Step-3: Ethyl 1-(5-Bromopyridin-2-yl)-3-cyclopropyl-1H-pyrazole-5-carboxylate: To a stirred solution of ethyl 4-cyclopropyl-2-(methoxyimino)-4-oxobutanoate (420 mg, 1.97 mmol) in acetic acid:2-methoxyethanol (6 mL, 2:1) was added 5-bromo-2-hydrazinylpyridine (370 mg, 1.97 mmol) at room temperature. The resulting mixture was refluxed for 3 h. The reaction mixture was cooled to room temperature and the solvent was evaporated under vacuum. The crude product was purified by flash column chromatograp... Isolated yield 81.7%. Solvent: O (water). RXN SMILES: [CH:1]1([N:4]2[C:13]3[C:8](=[CH:9][C:10]([F:17])=[C:11](F)[C:12]=3[O:14][CH3:15])[C:7](=[O:18])[C:6]([C:19]([OH:21])=[O:20])=[CH:5]2)[CH2:3][CH2:2]1.[NH:22]1[CH2:27][CH2:26][NH:25][CH2:24][CH2:23]1.COB(OC)OC.C(#N)C>O>[CH:1]1([N:4]2[C:13]3[C:8](=[CH:9][C:10]([F:17])=[C:11]([N:25]4[CH:24]=[CH:23][N:22]=[CH:27][CH2:26]4)[C:12]=3[O:14][CH3:15])[C:7](=[O:18])[C:6]([C:19]([OH:21])=[O:20])=[CH:5]2)[CH2:3][CH2:2]1. Procedure: A mixture of 1.48 g of 1-cyclopropyl-6,7-difluoro-1,4-dihydro-8-methoxy-4-oxo-3-quinolinecarboxylic acid (5 mmol), 0.86 g of anhydrous piperazine (10 mmol), 1.04 g of trimethoxyborane (10 mmol) and 7.5 ml of acetonitrile was refluxed with heating for 4 hours. The reaction solution was cooled to room temperature, 20 ml of water was added therein, a pH was adjusted to 8 with 6N--HCl, and separated crystals were filtered and dried to obtain 1.46 g of the objective compound. The reactants are C1(CC1)N1C=C(C(C2=CC(=C(C(=C12)OC)F)F)=O)C(=O)O (1-cyclopropyl-6,7-difluoro-1,4-dihydro-8-methoxy-4-oxo-3-quinolinecarboxylic acid), N1CCNCC1 (piperazine), COB(OC)OC (trimethoxyborane), C(C)#N (acetonitrile). Product: C1(CC1)N1C=C(C(C2=CC(=C(C(=C12)OC)N1CC=NC=C1)F)=O)C(=O)O (1-cyclopropyl-6-fluoro-1,4-dihydro-8-methoxy-4-oxo-7-(1-pyrazinyl)-3-quinolinecarboxylic acid). Starting materials: CN(C)S(=O)(=O)c1ccc(Br)cc1, [Li]CCCC, C1CCOC1, COc1ccc(CN(Cc2ccc(OC)cc2)c2nc(C)nc(-c3cc(C=O)cnc3Nc3ccc(OC)nc3)n2)cc1. Product: COc1ccc(CN(Cc2ccc(OC)cc2)c2nc(C)nc(-c3cc(C(O)c4cc(Br)ccc4S(=O)(=O)N(C)C)cnc3Nc3ccc(OC)nc3)n2)cc1. Reaction SMILES: [Br:1][c:2]1[cH:3][cH:4][c:5]([S:8](=[O:9])(=[O:10])[N:11]([CH3:12])[CH3:13])[cH:6][cH:7]1.[CH2:14]([Li:15])[CH2:16][CH2:17][CH3:18].[CH2:62]1[O:63][CH2:64][CH2:65][CH2:66]1.[CH3:19][O:20][c:21]1[cH:22][cH:23][c:24]([CH2:25][N:26]([c:27]2[n:28][c:29](-[c:34]3[c:35]([NH:42][c:43]4[cH:44][n:45][c:46]([O:49][CH3:50])[cH:47][cH:48]4)[n:36][cH:37][c:38]([CH:39]=[O:40])[cH:41]3)[n:30][c:31]([CH3:33])[n:32]2)[CH2:51][c:52]2[cH:53][cH:54][c:55]([O:58][CH3:59])[cH:56][cH:57]2)[cH:60][cH:61]1>>[Br:1][c:2]1[cH:3][cH:4][c:5]([S:8](=[O:9])(=[O:10])[N:11]([CH3:12])[CH3:13])[c:6]([CH:39]([c:38]2[cH:37][n:36][c:35]([NH:42][c:43]3[cH:44][n:45][c:46]([O:49][CH3:50])[cH:47][cH:48]3)[c:34](-[c:29]3[n:28][c:27]([N:26]([CH2:25][c:24]4[cH:23][cH:22][c:21]([O:20][CH3:19])[cH:61][cH:60]4)[CH2:51][c:52]4[cH:53][cH:54][c:55]([O:58][CH3:59])[cH:56][cH:57]4)[n:32][c:31]([CH3:33])[n:30]3)[cH:41]2)[OH:40])[cH:7]1.